Dataset: the Open Reaction Database (ORD), a public repository of structured organic reaction records. Task: describe an organic reaction: reactants, conditions, products, and yield Reaction SMILES: [Br:1][CH2:2][CH2:3][C:4](=[O:5])[Cl:6].[Cl:15][CH:16]([Cl:17])[Cl:18].[Cl:19][CH2:20][Cl:21].[OH:7][CH2:8][c:9]1[cH:10][cH:11][cH:12][cH:13][cH:14]1>>[Br:1][CH2:2][CH2:3][C:4](=[O:5])[O:7][CH2:8][c:9]1[cH:10][cH:11][cH:12][cH:13][cH:14]1. The product is O=C(CCBr)OCc1ccccc1. Starting materials: O=C(Cl)CCBr, ClC(Cl)Cl, ClCCl, OCc1ccccc1.